From a dataset of the Open Reaction Database (ORD), a public repository of structured organic reaction records. describe an organic reaction: reactants, conditions, products, and yield The reactants are ClC=1C=NC=2N(C1)N=C(C2)C(=O)O (6-chloro-pyrazolo[1,5-a]pyrimidine-2-carboxylic acid), CC1NCC2=CC=CC=C2C1 (3-methyl-1,2,3,4-tetrahydro-isoquinoline). Yields the product ClC=1C=NC=2N(C1)N=C(C2)C(=O)N2CC1=CC=CC=C1CC2C ((6-Chloro-pyrazolo[1,5-a]pyrimidin-2-yl)-(3-methyl-3,4-dihydro-1H-isoquinolin-2-yl)-methanone). Reaction SMILES: [Cl:1][C:2]1[CH:3]=[N:4][C:5]2[N:6]([N:8]=[C:9]([C:11]([OH:13])=O)[CH:10]=2)[CH:7]=1.[CH3:14][CH:15]1[CH2:24][C:23]2[C:18](=[CH:19][CH:20]=[CH:21][CH:22]=2)[CH2:17][NH:16]1>>[Cl:1][C:2]1[CH:3]=[N:4][C:5]2[N:6]([N:8]=[C:9]([C:11]([N:16]3[CH:15]([CH3:14])[CH2:24][C:23]4[C:18](=[CH:19][CH:20]=[CH:21][CH:22]=4)[CH2:17]3)=[O:13])[CH:10]=2)[CH:7]=1. Reported procedure: In close analogy to the procedure described in Example 1, 6-chloro-pyrazolo[1,5-a]pyrimidine-2-carboxylic acid is reacted with 3-methyl-1,2,3,4-tetrahydro-isoquinoline to provide the title compound in moderate yield.